Dataset: the Open Reaction Database (ORD), a public repository of structured organic reaction records. Task: describe an organic reaction: reactants, conditions, products, and yield Yields the product Cc1cccc(C=C2C(=O)Nc3cccc(CCO)c32)n1. Reactants: Cc1cccc(C=O)n1, O=C1Cc2c(CCO)cccc2N1. RXN SMILES: [CH3:14][c:15]1[cH:16][cH:17][cH:18][c:19]([CH:21]=[O:22])[n:20]1.[OH:1][CH2:2][CH2:3][c:4]1[c:5]2[c:9]([cH:10][cH:11][cH:12]1)[NH:8][C:7](=[O:13])[CH2:6]2>>[OH:1][CH2:2][CH2:3][c:4]1[c:5]2[c:9]([cH:10][cH:11][cH:12]1)[NH:8][C:7](=[O:13])[C:6]2=[CH:21][c:19]1[cH:18][cH:17][cH:16][c:15]([CH3:14])[n:20]1. Reactants: CCO, O=C[O-], Cl, [Fe], CCCN(C(C)Cc1ccc([N+](=O)[O-])cc1)C(C)c1ccccc1, [NH4+], O. Yields the product CCCN(C(C)Cc1ccc(N)cc1)C(C)c1ccccc1. As a reaction SMILES: [CH3:30][CH2:31][OH:32].[CH:26]([O-:27])=[O:28].[ClH:1].[Fe:34].[N+:2]([O-:3])(=[O:4])[c:5]1[cH:6][cH:7][c:8]([CH2:11][CH:12]([CH3:13])[N:14]([CH2:15][CH2:16][CH3:17])[CH:18]([CH3:19])[c:20]2[cH:21][cH:22][cH:23][cH:24][cH:25]2)[cH:9][cH:10]1.[NH4+:29].[OH2:33]>>[NH2:2][c:5]1[cH:6][cH:7][c:8]([CH2:11][CH:12]([CH3:13])[N:14]([CH2:15][CH2:16][CH3:17])[CH:18]([CH3:19])[c:20]2[cH:21][cH:22][cH:23][cH:24][cH:25]2)[cH:9][cH:10]1. The reactants are N1=CC(=CC2=CC=CC=C12)CO (3-Quinolinylmethanol), O=S(Cl)Cl (SOCl2). The solvent is C(Cl)Cl (DCM). Product: [Cl-].ClCC=1C=[NH+]C2=CC=CC=C2C1 (3-(Chloromethyl)quinolinium chloride). RXN SMILES: [N:1]1[C:10]2[C:5](=[CH:6][CH:7]=[CH:8][CH:9]=2)[CH:4]=[C:3]([CH2:11]O)[CH:2]=1.O=S(Cl)[Cl:15]>C(Cl)Cl>[Cl-:15].[Cl:15][CH2:11][C:3]1[CH:2]=[NH+:1][C:10]2[C:5]([CH:4]=1)=[CH:6][CH:7]=[CH:8][CH:9]=2 |f:3.4|. Procedure: 3-Quinolinylmethanol (that prepared step (i) above) was dissolved in DCM (2 mL) and SOCl2 (5 mL) was added (dropwise initially) to the solution, which was then refluxed for 1 h. The DCM and excess SOCl2 were then removed under reduced pressure to yield the sub-title compound, which was employed directly in the next step without further purification.